This data is from the Open Reaction Database (ORD), a public repository of structured organic reaction records. The task is: describe an organic reaction: reactants, conditions, products, and yield The reactants are C(C)(=O)O[C@H]1[C@@H](O[C@@H]([C@H]([C@@H]1OC(C)=O)O[C@@H]1[C@H](OC(C)=O)[C@@H](OC(C)=O)[C@H](OC(C)=O)[C@H](O1)COC(C)=O)COC(C)=O)SC1=CC=C(C=C1)NC(=O)C1=CC(=CC(=C1)C(=O)NC1=CC=C(C=C1)S[C@H]1[C@H](OC(C)=O)[C@@H](OC(C)=O)[C@H](O[C@@H]2[C@H](OC(C)=O)[C@@H](OC(C)=O)[C@H](OC(C)=O)[C@H](O2)COC(C)=O)[C@H](O1)COC(C)=O)C(=O)NC1=CC=C(C=C1)S[C@H]1[C@H](OC(C)=O)[C@@H](OC(C)=O)[C@H](O[C@@H]2[C@H](OC(C)=O)[C@@H](OC(C)=O)[C@H](OC(C)=O)[C@H](O2)COC(C)=O)[C@H](O1)COC(C)=O (N,N',N"-tris-[4-[[2,3,6-tri-O-acetyl-4-O-(2,3,4,6-tetra-O-acetyl-α-D-glucopyranosyl)-β-D-glucopyranosyl]thio]phenyl]-1,3,5-benzenetricarboxamide), N (ammonia). Run in CO (methanol). Run at time 6 hour. Product: [C@H]1([C@H](O)[C@@H](O)[C@H](O)[C@H](O1)CO)O[C@H]1[C@@H]([C@H]([C@@H](O[C@@H]1CO)SC1=CC=C(C=C1)NC(=O)C1=CC(=CC(=C1)C(=O)NC1=CC=C(C=C1)S[C@H]1[C@H](O)[C@@H](O)[C@H](O[C@@H]2[C@H](O)[C@@H](O)[C@H](O)[C@H](O2)CO)[C@H](O1)CO)C(=O)NC1=CC=C(C=C1)S[C@H]1[C@H](O)[C@@H](O)[C@H](O[C@@H]2[C@H](O)[C@@H](O)[C@H](O)[C@H](O2)CO)[C@H](O1)CO)O)O (N,N',N"-Tris[4-[[4-O-(α-D-glucopyranosyl)-β-D-glucopyranosyl]thio]phenyl]-1,3,5-benzenetricarboxamide). The yield is 86.8%. RXN SMILES: C([O:4][C@@H:5]1[C@@H:10]([O:11]C(=O)C)[C@H:9]([O:15][C@H:16]2[O:33][C@H:32]([CH2:34][O:35]C(=O)C)[C@@H:27]([O:28]C(=O)C)[C@H:22]([O:23]C(=O)C)[C@H:17]2[O:18]C(=O)C)[C@@H:8]([CH2:39][O:40]C(=O)C)[O:7][C@H:6]1[S:44][C:45]1[CH:50]=[CH:49][C:48]([NH:51][C:52]([C:54]2[CH:59]=[C:58]([C:60]([NH:62][C:63]3[CH:68]=[CH:67][C:66]([S:69][C@@H:70]4[O:107][C@H:106]([CH2:108][O:109]C(=O)C)[C@@H:81]([O:82][C@H:83]5[O:100][C@H:99]([CH2:101][O:102]C(=O)C)[C@@H:94]([O:95]C(=O)C)[C@H:89]([O:90]C(=O)C)[C@H:84]5[O:85]C(=O)C)[C@H:76]([O:77]C(=O)C)[C@H:71]4[O:72]C(=O)C)=[CH:65][CH:64]=3)=[O:61])[CH:57]=[C:56]([C:113]([NH:115][C:116]3[CH:121]=[CH:120][C:119]([S:122][C@@H:123]4[O:160][C@H:159]([CH2:161][O:162]C(=O)C)[C@@H:134]([O:135][C@H:136]5[O:153][C@H:152]([CH2:154][O:155]C(=O)C)[C@@H:147]([O:148]C(=O)C)[C@H:142]([O:143]C(=O)C)[C@H:137]5[O:138]C(=O)C)[C@H:129]([O:130]C(=O)C)[C@H:124]4[O:125]C(=O)C)=[CH:118][CH:117]=3)=[O:114])[CH:55]=2)=[O:53])=[CH:47][CH:46]=1)(=O)C.N>CO>[C@H:16]1([O:15][C@@H:9]2[C@@H:8]([CH2:39][OH:40])[O:7][C@@H:6]([S:44][C:45]3[CH:50]=[CH:49][C:48]([NH:51][C:52]([C:54]4[CH:59]=[C:58]([C:60]([NH:62][C:63]5[CH:68]=[CH:67][C:66]([S:69][C@@H:70]6[O:107][C@H:106]([CH2:108][OH:109])[C@@H:81]([O:82][C@H:83]7[O:100][C@H:99]([CH2:101][OH:102])[C@@H:94]([OH:95])[C@H:89]([OH:90])[C@H:84]7[OH:85])[C@H:76]([OH:77])[C@H:71]6[OH:72])=[CH:65][CH:64]=5)=[O:61])[CH:57]=[C:56]([C:113]([NH:115][C:116]5[CH:117]=[CH:118][C:119]([S:122][C@@H:123]6[O:160][C@H:159]([CH2:161][OH:162])[C@@H:134]([O:135][C@H:136]7[O:153][C@H:152]([CH2:154][OH:155])[C@@H:147]([OH:148])[C@H:142]([OH:143])[C@H:137]7[OH:138])[C@H:129]([OH:130])[C@H:124]6[OH:125])=[CH:120][CH:121]=5)=[O:114])[CH:55]=4)=[O:53])=[CH:47][CH:46]=3)[C@H:5]([OH:4])[C@H:10]2[OH:11])[O:33][C@H:32]([CH2:34][OH:35])[C@@H:27]([OH:28])[C@H:22]([OH:23])[C@H:17]1[OH:18]. Procedure: A solution of 2.56 g of N,N',N"-tris-[4-[[2,3,6-tri-O-acetyl-4-O-(2,3,4,6-tetra-O-acetyl-α-D-glucopyranosyl)-β-D-glucopyranosyl]thio]phenyl]-1,3,5-benzenetricarboxamide in 35 ml of methanol saturated with ammonia at 0° C. was allowed to stand at ambient temperature for 6 hours. The solution was clarified by filtration and taken to dryness. The residual material was triturated with absolute ethanol and filtered giving 1.4 g of the desired intermediate as a cream-colored powder. The reactants are F[B-](F)(F)F, CC(C)(C)OC(=O)NC(C(=O)O)C1CCC1, ClCCl, Cl, OC1CNC1, [Na+], O=C([O-])O, CN(C)C=O, CN(C)C(On1nnc2ccccc21)=[N+](C)C. Yields the product CC(C)(C)OC(=O)NC(C(=O)N1CC(O)C1)C1CCC1. RXN SMILES: [B-:17]([F:18])([F:19])([F:20])[F:21].[C:1]([CH3:2])([CH3:3])([CH3:4])[O:5][C:6](=[O:7])[NH:8][CH:9]([C:10](=[O:11])[OH:12])[CH:13]1[CH2:14][CH2:15][CH2:16]1.[Cl:45][CH2:46][Cl:47].[ClH:39].[NH:40]1[CH2:41][CH:42]([OH:44])[CH2:43]1.[Na+:57].[O-:53][C:54]([OH:55])=[O:56].[O:48]=[CH:49][N:50]([CH3:51])[CH3:52].[n:22]1([O:23][C:24]([N:25]([CH3:26])[CH3:27])=[N+:28]([CH3:29])[CH3:30])[c:31]2[cH:32][cH:33][cH:34][cH:35][c:36]2[n:37][n:38]1>>[C:1]([CH3:2])([CH3:3])([CH3:4])[O:5][C:6](=[O:7])[NH:8][CH:9]([C:10](=[O:12])[N:40]1[CH2:41][CH:42]([OH:44])[CH2:43]1)[CH:13]1[CH2:14][CH2:15][CH2:16]1. Starting materials: CC(C(CC#N)=O)C (4-Methyl-3-oxo-pentanenitrile), CNN (methylhydrazine). Run in C(C)(=O)O (acetic acid). Yields the product CN1N=C(C=C1N)C(C)C (1-methyl-3-(1-methylethyl)-5(1H)-pyrazolamine). RXN SMILES: [CH3:1][CH:2]([CH3:8])[C:3](=O)[CH2:4][C:5]#[N:6].[CH3:9][NH:10][NH2:11]>C(O)(=O)C>[CH3:9][N:10]1[C:5]([NH2:6])=[CH:4][C:3]([CH:2]([CH3:8])[CH3:1])=[N:11]1. Procedure details: 4-Methyl-3-oxo-pentanenitrile (39.58 g; 0,356 mol) dissolved in glacial acetic acid (400 ml) and methylhydrazine (18.05 g; 0.382 mol) is added thereto, at 15°-20° C. Reactants: CC([O-])=S, CS(=O)(=O)OC1CC(=O)N(Cc2ccc(S(=O)c3ccccc3)cc2)C1, [K+]. The product is CC(=O)SC1CC(=O)N(Cc2ccc(S(=O)c3ccccc3)cc2)C1. Reaction SMILES: [C:27]([CH3:28])(=[S:29])[O-:30].[CH3:1][S:2]([O:3][CH:6]1[CH2:7][C:8](=[O:26])[N:9]([CH2:11][c:12]2[cH:13][cH:14][c:15]([S:18](=[O:19])[c:20]3[cH:21][cH:22][cH:23][cH:24][cH:25]3)[cH:16][cH:17]2)[CH2:10]1)(=[O:4])=[O:5].[K+:31]>>[CH:6]1([S:29][C:27]([CH3:28])=[O:30])[CH2:7][C:8](=[O:26])[N:9]([CH2:11][c:12]2[cH:13][cH:14][c:15]([S:18](=[O:19])[c:20]3[cH:21][cH:22][cH:23][cH:24][cH:25]3)[cH:16][cH:17]2)[CH2:10]1. Reactants: C(#N)C=P(C1=CC=CC=C1)(C1=CC=CC=C1)C1=CC=CC=C1 ((cyanomethylene)triphenylphosphorane), C(C)(=O)NCC(C(=O)O)NC(=O)OCC1=CC=CC=C1 (3-acetylamino-2-benzyloxycarbonylaminopropionic acid), C(CCl)Cl (EDC). Reagents/catalysts: CN(C)C=1C=CN=CC1 (DMAP). The solvent is C(Cl)Cl (CH2Cl2), C(Cl)Cl (CH2Cl2). Reaction conditions: temperature 0 celsius, time 2 hour. The product is C(C1=CC=CC=C1)OC(NC(C(C(=P(C1=CC=CC=C1)(C1=CC=CC=C1)C1=CC=CC=C1)C#N)=O)CNC(C)=O)=O ([1-(acetylaminomethyl)-3-cyano-2-oxo-3-(triphenyl-λ5-phosphanylidene)propyl]-carbamic acid benzyl ester). The yield is 70.3%. As a reaction SMILES: [C:1]([NH:4][CH2:5][CH:6]([NH:10][C:11]([O:13][CH2:14][C:15]1[CH:20]=[CH:19][CH:18]=[CH:17][CH:16]=1)=[O:12])[C:7]([OH:9])=O)(=[O:3])[CH3:2].C(Cl)CCl.[C:25]([CH:27]=[P:28]([C:41]1[CH:46]=[CH:45][CH:44]=[CH:43][CH:42]=1)([C:35]1[CH:40]=[CH:39][CH:38]=[CH:37][CH:36]=1)[C:29]1[CH:34]=[CH:33][CH:32]=[CH:31][CH:30]=1)#[N:26]>C(Cl)Cl.CN(C1C=CN=CC=1)C>[CH2:14]([O:13][C:11](=[O:12])[NH:10][CH:6]([CH2:5][NH:4][C:1](=[O:3])[CH3:2])[C:7](=[O:9])[C:27]([C:25]#[N:26])=[P:28]([C:35]1[CH:36]=[CH:37][CH:38]=[CH:39][CH:40]=1)([C:41]1[CH:46]=[CH:45][CH:44]=[CH:43][CH:42]=1)[C:29]1[CH:30]=[CH:31][CH:32]=[CH:33][CH:34]=1)[C:15]1[CH:20]=[CH:19][CH:18]=[CH:17][CH:16]=1. Procedure: This intermediate was prepared generally according to the method of Wasserman et al., J. Org. Chem. (1994), vol. 59, 4364. In particular, to a solution of (3-acetylamino-2-benzyloxycarbonylaminopropionic acid (1.40 g, 5.0 mmol, 1 equiv) in CH2Cl2 (50 mL) at 0° C. were added EDC (1.00 g, 5.25 mmol, 1.05 equiv) and DMAP (61 mg, 0.5 mmol, 0.1 equiv). A solution of (cyanomethylene)triphenylphosphorane (prepared as described in Freudenreich et al., J. Am. Chem. Soc. (1984), vol. 106, 3344) (2.50 g, 8...